describe an organic reaction: reactants, conditions, products, and yield From a dataset of the Open Reaction Database (ORD), a public repository of structured organic reaction records. Reactants: C=CC(=O)Cl, ClCCl, CCN(C(C)C)C(C)C, COc1cc(-c2ccc(N)cn2)cc(OC)c1OCC(F)(F)F, [Na+], O=C([O-])O. Yields the product C=CC(=O)Nc1ccc(-c2cc(OC)c(OCC(F)(F)F)c(OC)c2)nc1. Reaction SMILES: [C:33]([CH:34]=[CH2:35])(=[O:36])[Cl:37].[CH2:43]([Cl:44])[Cl:45].[CH:24]([N:25]([CH2:26][CH3:27])[CH:28]([CH3:29])[CH3:30])([CH3:31])[CH3:32].[NH2:1][c:2]1[cH:3][cH:4][c:5](-[c:8]2[cH:9][c:10]([O:22][CH3:23])[c:11]([O:16][CH2:17][C:18]([F:19])([F:20])[F:21])[c:12]([O:14][CH3:15])[cH:13]2)[n:6][cH:7]1.[Na+:38].[OH:39][C:40](=[O:41])[O-:42]>>[NH:1]([c:2]1[cH:3][cH:4][c:5](-[c:8]2[cH:9][c:10]([O:22][CH3:23])[c:11]([O:16][CH2:17][C:18]([F:19])([F:20])[F:21])[c:12]([O:14][CH3:15])[cH:13]2)[n:6][cH:7]1)[C:33]([CH:34]=[CH2:35])=[O:36]. The reactants are CSC(=NC#N)N(C)C, ClCCl, CO, CCO, NCCCN1CCC(c2noc3cc(F)ccc23)CC1. Product: CN(C)C(=NCCCN1CCC(c2noc3cc(F)ccc23)CC1)NC#N. Reaction SMILES: [C:21](#[N:22])[N:23]=[C:24]([N:25]([CH3:26])[CH3:27])[S:28][CH3:29].[CH2:32]([Cl:33])[Cl:34].[CH3:30][OH:31].[CH3:35][CH2:36][OH:37].[NH2:1][CH2:2][CH2:3][CH2:4][N:5]1[CH2:6][CH2:7][CH:8]([c:11]2[n:12][o:13][c:14]3[c:15]2[cH:16][cH:17][c:18]([F:20])[cH:19]3)[CH2:9][CH2:10]1>>[N:1]([CH2:2][CH2:3][CH2:4][N:5]1[CH2:6][CH2:7][CH:8]([c:11]2[n:12][o:13][c:14]3[c:15]2[cH:16][cH:17][c:18]([F:20])[cH:19]3)[CH2:9][CH2:10]1)=[C:24]([NH:23][C:21]#[N:22])[N:25]([CH3:26])[CH3:27]. The reactants are NC1=NC(=C2N=CN(C2=N1)[C@H]1[C@@H](OCC2=CC=CC=C2)[C@H](OCC2=CC=CC=C2)[C@H](O1)COCC1=CC=CC=C1)N (2-amino-9-(2,3,5-tri-O-benzyl-β-D-arabinofuranosyl)adenine), N(=O)[O-].[Na+] (NaNO2), N(=O)[O-].[Na+] (NaNO2), [OH-].[Na+] (NaOH), F[B-](F)(F)F.[H+] (fluoroboric acid), [H+].[B-](F)(F)(F)F (fluoboric acid), 4-l, NC1=NC(=C2NC=NC2=N1)N (2-aminoadenine). Run in O1CCCC1 (tetrahydrofuran). Run at time 3 day. Yields the product C(C1=CC=CC=C1)O[C@@H]1[C@@H](O[C@@H]([C@H]1OCC1=CC=CC=C1)COCC1=CC=CC=C1)N1C2=NC(=NC(=C2N=C1)N)F (9-(2,3,5-Tri-O-benzyl-β-D-arabinofuranosyl)-2-fluoroadenine). RXN SMILES: N[C:2]1[N:10]=[C:9]2[C:5]([N:6]=[CH:7][N:8]2[C@@H:11]2[O:31][C@H:30]([CH2:32][O:33][CH2:34][C:35]3[CH:40]=[CH:39][CH:38]=[CH:37][CH:36]=3)[C@@H:21]([O:22][CH2:23][C:24]3[CH:29]=[CH:28][CH:27]=[CH:26][CH:25]=3)[C@@H:12]2[O:13][CH2:14][C:15]2[CH:20]=[CH:19][CH:18]=[CH:17][CH:16]=2)=[C:4]([NH2:41])[N:3]=1.[H+].[B-](F)(F)(F)[F:44].N([O-])=O.[Na+].NC1N=C2C(NC=N2)=C(N)N=1.[OH-].[Na+]>O1CCCC1>[CH2:14]([O:13][C@H:12]1[C@H:21]([O:22][CH2:23][C:24]2[CH:29]=[CH:28][CH:27]=[CH:26][CH:25]=2)[C@@H:30]([CH2:32][O:33][CH2:34][C:35]2[CH:40]=[CH:39][CH:38]=[CH:37][CH:36]=2)[O:31][C@H:11]1[N:8]1[CH:7]=[N:6][C:5]2[C:9]1=[N:10][C:2]([F:44])=[N:3][C:4]=2[NH2:41])[C:15]1[CH:20]=[CH:19][CH:18]=[CH:17][CH:16]=1 |f:1.2,3.4,6.7|. Reported procedure: To a solution of 2-amino-9-(2,3,5-tri-O-benzyl-β-D-arabinofuranosyl)adenine (14.5 g, 26.2 mmol) in a mixture of 500 ml tetrahydrofuran and 1 l. of 48% fluoboric acid at -15° in a 4-l. beaker equipped with a mechanical stirrer was added dropwise in 20 min a saturated aqueous solution of NaNO2 (7.2 g, 105 mmol). The addition of NaNO2 (5.4 g, 78.6 mmol) was repeated three times after which none of the 2-aminoadenine remained (TLC). The fluoroboric acid was neutralized with 50% NaOH keeping the temp... Reaction SMILES: [CH3:21][OH:22].[CH3:26][C:27](=[O:28])[OH:29].[NH2:1][C:2]1=[N:3][c:4]2[c:5]([cH:15][c:16]([O:19][CH3:20])[cH:17][cH:18]2)[C:6]([c:9]2[cH:10][cH:11][cH:12][cH:13][cH:14]2)=[N:7][CH2:8]1.[NH2:24][NH2:25].[OH2:23]>>[NH:1]([C:2]1=[N:3][c:4]2[c:5]([cH:15][c:16]([O:19][CH3:20])[cH:17][cH:18]2)[C:6]([c:9]2[cH:10][cH:11][cH:12][cH:13][cH:14]2)=[N:7][CH2:8]1)[NH2:24]. Reactants: CO, CC(=O)O, COc1ccc2c(c1)C(c1ccccc1)=NCC(N)=N2, NN, O. Yields the product COc1ccc2c(c1)C(c1ccccc1)=NCC(NN)=N2. The reactants are [Cl-].[NH4+] (ammonium chloride), CC(C)([O-])C.[K+] (potassium t-butoxide), C(CCCCCCCCC)(=O)Cl (decanoyl chloride), C(C1=CC=CC=C1)OC=1C=C(C(=O)NC2=C(C=CC=C2)S(N)(=O)=O)C=CC1 (3-benzyloxy-N-(2-sulfamoylphenyl)benzamide). Solvent: O1CCCC1 (tetrahydrofuran). Yield: 53.7%. Yields the product C(C1=CC=CC=C1)OC=1C=C(C(=O)NC2=C(C=CC=C2)S(=O)(=O)NC(CCCCCCCCC)=O)C=CC1 (N-[2-(3-Benzyloxybenzamido)benzenesulfonyl]decanamide). RXN SMILES: CC(C)([O-])C.[K+].[CH2:7]([O:14][C:15]1[CH:16]=[C:17]([CH:31]=[CH:32][CH:33]=1)[C:18]([NH:20][C:21]1[CH:26]=[CH:25][CH:24]=[CH:23][C:22]=1[S:27](=[O:30])(=[O:29])[NH2:28])=[O:19])[C:8]1[CH:13]=[CH:12][CH:11]=[CH:10][CH:9]=1.[C:34](Cl)(=[O:44])[CH2:35][CH2:36][CH2:37][CH2:38][CH2:39][CH2:40][CH2:41][CH2:42][CH3:43].[Cl-].[NH4+]>O1CCCC1>[CH2:7]([O:14][C:15]1[CH:16]=[C:17]([CH:31]=[CH:32][CH:33]=1)[C:18]([NH:20][C:21]1[CH:26]=[CH:25][CH:24]=[CH:23][C:22]=1[S:27]([NH:28][C:34](=[O:44])[CH2:35][CH2:36][CH2:37][CH2:38][CH2:39][CH2:40][CH2:41][CH2:42][CH3:43])(=[O:29])=[O:30])=[O:19])[C:8]1[CH:9]=[CH:10][CH:11]=[CH:12][CH:13]=1 |f:0.1,4.5|. Run at time 1 hour. Procedure: In a stream of nitrogen and at 0° C., 117 mg (1.04 mmol) of potassium t-butoxide was added to an anhydrous tetrahydrofuran (10 ml) solution containing 200 mg (0.52 mmol) of 3-benzyloxy-N-(2-sulfamoylphenyl)benzamide produced in Reference Example 1, and the mixture was stirred for 1 hour. Next, this solution was mixed with 0.16 ml (0.78 mmol) of decanoyl chloride and stirred at room temperature for 3 hours. After completion of the reaction, this was neutralized by adding an ammonium chloride aque... Starting materials: NC1=C(CN2C3=CC=C(C=C3C=3CC(CCC23)NC(C(C)C)=O)C#N)C=CC=C1 (N-[9-(2-amino-benzyl)-6-cyano-2,3,4,9-tetrahydro-1H-carbazol-3-yl]-isobutyramide), CN(C)C=O (DMF), CS(=O)(=O)Cl (methanesulfonyl chloride), N1=CC=CC=C1 (pyridine), CS(=O)(=O)Cl (methanesulfonyl chloride), N1=CC=CC=C1 (pyridine). Run in ClCCl (dichloromethane), ClCCl (dichloromethane). Reaction conditions: time 5.5 hour. Product: C(#N)C=1C=C2C=3CC(CCC3N(C2=CC1)CC1=C(C=CC=C1)NS(=O)(=O)C)NC(C(C)C)=O (N-[6-Cyano-9-(2-methanesulfonylamino-benzyl)-2,3,4,9-tetrahydro-1H-carbazol-3-yl]-isobutyramide). Yield: 53.1%. Reaction SMILES: [NH2:1][C:2]1[CH:29]=[CH:28][CH:27]=[CH:26][C:3]=1[CH2:4][N:5]1[C:17]2[CH2:16][CH2:15][CH:14]([NH:18][C:19](=[O:23])[CH:20]([CH3:22])[CH3:21])[CH2:13][C:12]=2[C:11]2[C:6]1=[CH:7][CH:8]=[C:9]([C:24]#[N:25])[CH:10]=2.[CH3:30][S:31](Cl)(=[O:33])=[O:32].N1C=CC=CC=1.CN(C=O)C>ClCCl>[C:24]([C:9]1[CH:10]=[C:11]2[C:6](=[CH:7][CH:8]=1)[N:5]([CH2:4][C:3]1[CH:26]=[CH:27][CH:28]=[CH:29][C:2]=1[NH:1][S:31]([CH3:30])(=[O:33])=[O:32])[C:17]1[CH2:16][CH2:15][CH:14]([NH:18][C:19](=[O:23])[CH:20]([CH3:21])[CH3:22])[CH2:13][C:12]2=1)#[N:25]. Procedure details: Suspend N-[9-(2-amino-benzyl)-6-cyano-2,3,4,9-tetrahydro-1H-carbazol-3-yl]-isobutyramide (Example 109) (116 mg, 0.3 mmol) in anhydrous dichloromethane (3 mL) under nitrogen. Add methanesulfonyl chloride (0.028 mL, 0.36 mmol) and pyridine (0.032 mL, 0.39 mmol), followed by anhydrous DMF (2 mL) to effect solution. Stir 5.5 h at room temperature. Add additional methanesulfonyl chloride (0.010 mL, 0.13 mmol) and pyridine (0.010 mL, 0.12 mmol) and stir 18 h at room temperature. Dilute with dichlorome... Reactants: [N+](=O)([O-])C=1C=C(CN2CC(NS2(=O)=O)=O)C=CC1 (5-(3-nitrobenzyl)-1,1-dioxo-1,2,5-thiadiazolidin-3-one), [H][H] (hydrogen). Reagents/catalysts: [Pd] (palladium on carbon). Run in CCO (EtOH). Yields the product NC=1C=C(CN2CC(NS2(=O)=O)=O)C=CC1 (5-(3-Aminobenzyl)-1,1-dioxo-1,2,5-thiadiazolidin-3-one). As a reaction SMILES: [N+:1]([C:4]1[CH:5]=[C:6]([CH:16]=[CH:17][CH:18]=1)[CH2:7][N:8]1[S:12](=[O:14])(=[O:13])[NH:11][C:10](=[O:15])[CH2:9]1)([O-])=O.[H][H]>CCO.[Pd]>[NH2:1][C:4]1[CH:5]=[C:6]([CH:16]=[CH:17][CH:18]=1)[CH2:7][N:8]1[S:12](=[O:14])(=[O:13])[NH:11][C:10](=[O:15])[CH2:9]1. Reported procedure: To a solution of the title C compound in Example 5, 5-(3-nitrobenzyl)-1,1-dioxo-1,2,5-thiadiazolidin-3-one (30 mg, 0.11 mmol) in EtOH (5 mL) is added palladium on carbon (10 mg) and the mixture is stirred under 1 atm of hydrogen for 1 h. The catalyst is removed by filtration through a plug of Celite which is washed with MeCN/water (1:1), (20 mL). The solvents are evaporated to afford 5-(3-Aminobenzyl)-1,1-dioxo-1,2,5-thiadiazolidin-3-one as a brown solid: [M−1]−=240. The reactants are C=P(c1ccccc1)(c1ccccc1)c1ccccc1, COC(=O)Cc1ccc(C#Cc2cc(C(C)(C)C)c(OC(C)C)c(C=O)c2C)cc1, C1CCOC1. Yields the product C=Cc1c(C)c(C#Cc2ccc(CC(=O)OC)cc2)cc(C(C)(C)C)c1OC(C)C. As a reaction SMILES: [CH2:1]=[P:2]([c:3]1[cH:4][cH:5][cH:6][cH:7][cH:8]1)([c:9]1[cH:10][cH:11][cH:12][cH:13][cH:14]1)[c:15]1[cH:16][cH:17][cH:18][cH:19][cH:20]1.[CH3:21][O:22][C:23]([CH2:24][c:25]1[cH:26][cH:27][c:28]([C:31]#[C:32][c:33]2[c:34]([CH3:49])[c:35]([CH:47]=[O:48])[c:36]([O:43][CH:44]([CH3:45])[CH3:46])[c:37]([C:39]([CH3:40])([CH3:41])[CH3:42])[cH:38]2)[cH:29][cH:30]1)=[O:50].[O:51]1[CH2:52][CH2:53][CH2:54][CH2:55]1>>[CH2:1]=[CH:47][c:35]1[c:34]([CH3:49])[c:33]([C:32]#[C:31][c:28]2[cH:27][cH:26][c:25]([CH2:24][C:23]([O:22][CH3:21])=[O:50])[cH:30][cH:29]2)[cH:38][c:37]([C:39]([CH3:40])([CH3:41])[CH3:42])[c:36]1[O:43][CH:44]([CH3:45])[CH3:46]. Reaction SMILES: [C:11]([CH3:12])([CH3:13])([CH3:14])[c:15]1[cH:16][cH:17][c:18]([Br:21])[cH:19][cH:20]1.[CH3:22][C:23]([CH3:24])([O-:25])[CH3:26].[CH3:84][c:85]1[cH:86][cH:87][cH:88][cH:89][cH:90]1.[Na+:27].[O:1]1[CH2:2][CH2:3][c:4]2[c:5]1[cH:6][cH:7][c:8]([NH2:10])[cH:9]2.[O:30]=[C:31]([CH:32]=[CH:33][c:34]1[cH:35][cH:36][cH:37][cH:38][cH:39]1)[CH:40]=[CH:41][c:42]1[cH:43][cH:44][cH:45][cH:46][cH:47]1.[O:48]=[C:49]([CH:50]=[CH:51][c:52]1[cH:53][cH:54][cH:55][cH:56][cH:57]1)[CH:58]=[CH:59][c:60]1[cH:61][cH:62][cH:63][cH:64][cH:65]1.[O:66]=[C:67]([CH:68]=[CH:69][c:70]1[cH:71][cH:72][cH:73][cH:74][cH:75]1)[CH:76]=[CH:77][c:78]1[cH:79][cH:80][cH:81][cH:82][cH:83]1.[Pd:28].[Pd:29]>>[O:1]1[CH2:2][CH2:3][c:4]2[c:5]1[cH:6][cH:7][c:8]([NH:10][c:18]1[cH:17][cH:16][c:15]([C:11]([CH3:12])([CH3:13])[CH3:14])[cH:20][cH:19]1)[cH:9]2. Reactants: CC(C)(C)c1ccc(Br)cc1, CC(C)(C)[O-], Cc1ccccc1, [Na+], Nc1ccc2c(c1)CCO2, O=C(C=Cc1ccccc1)C=Cc1ccccc1, O=C(C=Cc1ccccc1)C=Cc1ccccc1, O=C(C=Cc1ccccc1)C=Cc1ccccc1, [Pd], [Pd]. Yields the product CC(C)(C)c1ccc(Nc2ccc3c(c2)CCO3)cc1. Reactants: CC(=O)OCC(F)F, CCOC(C)=O, [H-], [Na+], C1CCOC1, O=S(=O)(O)O. Yields the product CCOC(=O)CC(=O)C(F)F. As a reaction SMILES: [C:3](=[O:4])([CH3:5])[O:6][CH2:7][CH:8]([F:9])[F:10].[CH3:11][CH2:12][O:13][C:14]([CH3:15])=[O:16].[H-:1].[Na+:2].[O:22]1[CH2:23][CH2:24][CH2:25][CH2:26]1.[S:17](=[O:18])(=[O:19])([OH:20])[OH:21]>>[O:6]=[C:7]([CH:8]([F:9])[F:10])[CH2:15][C:14]([O:13][CH2:12][CH3:11])=[O:16].